From a dataset of the Open Reaction Database (ORD), a public repository of structured organic reaction records. describe an organic reaction: reactants, conditions, products, and yield Reactants: Br[Mg]CC1=NC=CC=C1 (bromo(pyridin-2-ylmethyl)magnesium), BrC=1C=C2C(=C(N(C(C2=CC1)=O)CC1=CC=C(C=C1)S(=O)(=O)C)C=O)C1=CC=CC=C1 (6-bromo-2-(4-methanesulfonylbenzyl)-1-oxo-4-phenyl-1,2-dihydroisoquinoline-3-carbaldehyde), [Br-].[Mg+2].[Br-] (magnesium bromide), CC1=NC=CC=C1 (2-methylpyridine), C(CCC)[Li] (n-butyllithium), C(O)([O-])=O.[Na+] (sodium hydrogen carbonate). The solvent is C1CCOC1 (THF), C1CCOC1 (THF), CCCCCC (hexane), C1CCOC1 (THF), O (water). Reaction conditions: temperature -20 celsius, time 10 minute. The product is Br[Mg]CC1=NC=CC=C1 (bromo(pyridin-2-ylmethyl)magnesium), BrC=1C=C2C(=C(N(C(C2=CC1)=O)CC1=CC=C(C=C1)S(=O)(=O)C)C(CC1=NC=CC=C1)O)C1=CC=CC=C1 (6-bromo-3-(1-hydroxy-2-pyridin-2-ylethyl)-2-(4-methanesulfonylbenzyl)-4-phenyl-2H-isoquinolin-1-one). As a reaction SMILES: C([Li])CCC.[CH3:6][C:7]1[CH:12]=[CH:11][CH:10]=[CH:9][N:8]=1.[Br-].[Mg+2].[Br-].[Br:16][Mg:17][CH2:18][C:19]1[CH:24]=[CH:23][CH:22]=[CH:21][N:20]=1.[Br:25][C:26]1[CH:27]=[C:28]2[C:33](=[CH:34][CH:35]=1)[C:32](=[O:36])[N:31]([CH2:37][C:38]1[CH:43]=[CH:42][C:41]([S:44]([CH3:47])(=[O:46])=[O:45])=[CH:40][CH:39]=1)[C:30]([CH:48]=[O:49])=[C:29]2[C:50]1[CH:55]=[CH:54][CH:53]=[CH:52][CH:51]=1.C(=O)([O-])O.[Na+]>CCCCCC.C1COCC1.O>[Br:16][Mg:17][CH2:18][C:19]1[CH:24]=[CH:23][CH:22]=[CH:21][N:20]=1.[Br:25][C:26]1[CH:27]=[C:28]2[C:33](=[CH:34][CH:35]=1)[C:32](=[O:36])[N:31]([CH2:37][C:38]1[CH:39]=[CH:40][C:41]([S:44]([CH3:47])(=[O:45])=[O:46])=[CH:42][CH:43]=1)[C:30]([CH:48]([OH:49])[CH2:6][C:7]1[CH:12]=[CH:11][CH:10]=[CH:9][N:8]=1)=[C:29]2[C:50]1[CH:51]=[CH:52][CH:53]=[CH:54][CH:55]=1 |f:2.3.4,7.8|. Procedure details: Under a nitrogen stream, a solution (1.61M, 15.8 ml) of n-butyllithium in hexane was added to THF (15 ml) at −50° C. or below, and a solution (2.5 ml) of 2-methylpyridine (2.5 g) in THF was added dropwise at −50° C. or below. The reaction mixture was allowed to warm to −20° C. and stirred for 10 min. and then cooled to −50° C. and magnesium bromide (2.5 g) was added. The reaction mixture was allowed to warm to room temperature, stirred for 30 min. and bromo(pyridin-2-ylmethyl)magnesium was prepa... Reactants: CCCCS(=O)(=O)Oc1ccc(CCCc2ccc(CCC(=O)OC)cc2OCC2CC2)cc1OC, CC(=O)O, CO, [Li+], C1CCOC1, [OH-], O, O, O. The product is CCCCS(=O)(=O)Oc1ccc(CCCc2ccc(CCC(=O)O)cc2OCC2CC2)cc1OC. Reaction SMILES: [CH2:4]([CH2:5][CH2:6][CH3:7])[S:8](=[O:9])(=[O:10])[O:11][c:12]1[c:13]([O:38][CH3:39])[cH:14][c:15]([CH2:18][CH2:19][CH2:20][c:21]2[c:22]([O:33][CH2:34][CH:35]3[CH2:36][CH2:37]3)[cH:23][c:24]([CH2:27][CH2:28][C:29](=[O:30])[O:31][CH3:32])[cH:25][cH:26]2)[cH:16][cH:17]1.[CH3:41][C:42](=[O:43])[OH:44].[CH3:46][OH:47].[Li+:3].[O:48]1[CH2:49][CH2:50][CH2:51][CH2:52]1.[OH-:2].[OH2:1].[OH2:40].[OH2:45]>>[CH2:4]([CH2:5][CH2:6][CH3:7])[S:8](=[O:9])(=[O:10])[O:11][c:12]1[c:13]([O:38][CH3:39])[cH:14][c:15]([CH2:18][CH2:19][CH2:20][c:21]2[c:22]([O:33][CH2:34][CH:35]3[CH2:36][CH2:37]3)[cH:23][c:24]([CH2:27][CH2:28][C:29](=[O:30])[OH:31])[cH:25][cH:26]2)[cH:16][cH:17]1.